Dataset: the Open Reaction Database (ORD), a public repository of structured organic reaction records. Task: describe an organic reaction: reactants, conditions, products, and yield Reactants: COC1=C(C(=CC=C1)OC)O (2,6-dimethoxyphenol), C([O-])([O-])=O.[K+].[K+] (potassium carbonate), BrCC1CC1 ((bromomethyl)cyclopropane). Solvent: C(C)#N (acetonitrile). Conditions: temperature 80 celsius. Yields the product C1(CC1)COC1=C(C=CC=C1OC)OC (2-(Cyclopropylmethoxy)-1,3-dimethoxybenzene). Yield: 74.4%. As a reaction SMILES: [CH3:1][O:2][C:3]1[CH:8]=[CH:7][CH:6]=[C:5]([O:9][CH3:10])[C:4]=1[OH:11].C(=O)([O-])[O-].[K+].[K+].Br[CH2:19][CH:20]1[CH2:22][CH2:21]1>C(#N)C>[CH:20]1([CH2:19][O:11][C:4]2[C:5]([O:9][CH3:10])=[CH:6][CH:7]=[CH:8][C:3]=2[O:2][CH3:1])[CH2:22][CH2:21]1 |f:1.2.3|. Reported procedure: To a stirring solution of 2,6-dimethoxyphenol (2 g, 12.9 mmol) in acetonitrile (50 mL) was added potassium carbonate (3.5 g, 25.8 mmol) and (bromomethyl)cyclopropane (3.5 g, 25.8 mmol) and the resultant reaction mixture was heated to 80° C. for 16 h. The reaction mixture was cooled to RT, filtered through celite and the filtrate was concentrated under reduced pressure. The obtained residue was purified by column chromatography (silica gel, 0-10% ethyl acetate in pet ether) to afford 2-(Cycloprop... The reactants are CC(C)CCC[C@@H](C)[C@H]1CC[C@H]2[C@@H]3C=CC4=CC(C=C[C@]4(C)[C@H]3CC[C@]12C)=O (cholesta-1,4,6-trien-3-one), [K] (potassium), C(C)(=O)OC(=C)C (isopropenyl acetate). Solvent: C(C)(=O)OCCCC (butyl acetate). Product: CC(C)CCC[C@@H](C)[C@H]1CC[C@H]2C3=CC=C4CC(C=C[C@]4(C)[C@H]3CC[C@]12C)O (cholesta-1,5,7-trien-3-ol). Yield: 58.0%. Reaction SMILES: [CH3:1][CH:2]([CH2:4][CH2:5][CH2:6][C@H:7]([C@@H:9]1[C@:26]2([CH3:27])[C@H:12]([C@H:13]3[C@H:23]([CH2:24][CH2:25]2)[C@:21]2([CH3:22])[C:16](=[CH:17][C:18](=[O:28])[CH:19]=[CH:20]2)[CH:15]=[CH:14]3)[CH2:11][CH2:10]1)[CH3:8])[CH3:3].[K].C(OC(C)=C)(=O)C>C(OCCCC)(=O)C>[CH3:3][CH:2]([CH2:4][CH2:5][CH2:6][C@H:7]([C@@H:9]1[C@:26]2([CH3:27])[C@H:12]([C:13]3[C@H:23]([CH2:24][CH2:25]2)[C@:21]2([CH3:22])[C:16]([CH2:17][CH:18]([OH:28])[CH:19]=[CH:20]2)=[CH:15][CH:14]=3)[CH2:11][CH2:10]1)[CH3:8])[CH3:1] |^1:28|. Procedure: To a mixture of 19 g (0.05 mol) of cholesta-1,4,6-trien-3-one (I), 6.8 g (0.05 mol) of potassium acid sulphate and 200 g (2 mol) of isopropenyl acetate were added 200 ml of butyl acetate, and the resulting mixture was heated under reflux for 7 hours. After completion of the reaction, the same treatment as in Example 1 was carried out to yield 11.1 g of cholesta-1,5,7-trien-3-ol (IV). The yield was 58%. Reactants: polyphosphoric acid, O=C1NC2=CC=CC=C2C=C1C(=O)O (2-oxo-1,2-dihydroquinoline-3-carboxylic acid), NC=1C=C(C=CC1N)C (3,4-diaminotoluene), ice. The solvent is polyphosphoric acid. Conditions: temperature 200 celsius. The product is CC1=CC2=C(N=C(N2)C=2C(NC3=CC=CC=C3C2)=O)C=C1 (3-(5-Methyl-benzoimidazol-2-yl)-quinolin-2-one). RXN SMILES: [O:1]=[C:2]1[C:11]([C:12](O)=O)=[CH:10][C:9]2[C:4](=[CH:5][CH:6]=[CH:7][CH:8]=2)[NH:3]1.[NH2:15][C:16]1[CH:17]=[C:18]([CH3:23])[CH:19]=[CH:20][C:21]=1[NH2:22]>>[CH3:23][C:18]1[CH:19]=[CH:20][C:21]2[N:22]=[C:12]([C:11]3[C:2](=[O:1])[NH:3][C:4]4[C:9]([CH:10]=3)=[CH:8][CH:7]=[CH:6][CH:5]=4)[NH:15][C:16]=2[CH:17]=1. Procedure details: A suspension of 2-oxo-1,2-dihydro-quinoline-3-carboxylic acid 1-1 (500 mg, 2.64 mmol, 1 equiv) and 3,4-diaminotoluene (646 mg, 5.29 mmol, 2.00 equiv) in polyphosphoric acid (10 mL) was heated under argon at 200° C. for 2 h. The hot reaction mixture was poured over ice (200 g), and the resulting mixture was allowed to stand until all polyphosphoric acid had dissolved. The precipitate was filtered, washed with water (200 mL), and air dried. The olive-colored solid was partitioned between aqueous s... Reactants: C(CCCCCCCCCCCCCCC)N (Hexadecylamine), C1C(O1)CO (glycidol). The solvent is C(C)O (ethanol). Run at time 8 hour. Yields the product OC(CNCCCCCCCCCCCCCCCC)CO (N-(2,3-dihydroxypropyl)-hexadecylamine). RXN SMILES: [CH2:1]([NH2:17])[CH2:2][CH2:3][CH2:4][CH2:5][CH2:6][CH2:7][CH2:8][CH2:9][CH2:10][CH2:11][CH2:12][CH2:13][CH2:14][CH2:15][CH3:16].[CH2:18]1[O:20][CH:19]1[CH2:21][OH:22]>C(O)C>[OH:20][CH:19]([CH2:21][OH:22])[CH2:18][NH:17][CH2:1][CH2:2][CH2:3][CH2:4][CH2:5][CH2:6][CH2:7][CH2:8][CH2:9][CH2:10][CH2:11][CH2:12][CH2:13][CH2:14][CH2:15][CH3:16]. Procedure details: Hexadecylamine (5.00 g, 0.024 moles) was dissolved in absolute ethanol, and glycidol (3.07 g, 0.041 moles) was added dropwise. The reaction was refluxed under nitrogen for 4 hours then allowed to stir overnight. After 22 hours of refluxing, the reaction was stopped and a white solid formed during the cooling stage. The solid was recovered and recrystallized in hot hexane. (yield=2.02g) Yields the product O=C(OC1C(COC(c2ccccc2)(c2ccccc2)c2ccccc2)OC(I)C1(F)F)c1ccccc1. Reactants: CS(=O)(=O)OC1OC(COC(c2ccccc2)(c2ccccc2)c2ccccc2)C(OC(=O)c2ccccc2)C1(F)F, CC(C)=O, [I-], [Na+]. RXN SMILES: [C:1]([c:2]1[cH:3][cH:4][cH:5][cH:6][cH:7]1)(=[O:8])[O:9][CH:10]1[CH:11]([CH2:22][O:23][C:24]([c:25]2[cH:26][cH:27][cH:28][cH:29][cH:30]2)([c:31]2[cH:32][cH:33][cH:34][cH:35][cH:36]2)[c:37]2[cH:38][cH:39][cH:40][cH:41][cH:42]2)[O:12][CH:13]([O:17][S:18]([CH3:19])(=[O:20])=[O:21])[C:14]1([F:15])[F:16].[CH3:45][C:46](=[O:47])[CH3:48].[I-:43].[Na+:44]>>[C:1]([c:2]1[cH:3][cH:4][cH:5][cH:6][cH:7]1)(=[O:8])[O:9][CH:10]1[CH:11]([CH2:22][O:23][C:24]([c:25]2[cH:26][cH:27][cH:28][cH:29][cH:30]2)([c:31]2[cH:32][cH:33][cH:34][cH:35][cH:36]2)[c:37]2[cH:38][cH:39][cH:40][cH:41][cH:42]2)[O:12][CH:13]([I:43])[C:14]1([F:15])[F:16]. Product: O=C(C1Cc2cc(F)ccc2O1)N1CCN(Cc2ccccc2)CC1. Starting materials: c1ccc(CN2CCNCC2)cc1, O=C(O)C1Cc2cc(F)ccc2O1. RXN SMILES: [CH2:14]([c:15]1[cH:16][cH:17][cH:18][cH:19][cH:20]1)[N:21]1[CH2:22][CH2:23][NH:24][CH2:25][CH2:26]1.[F:1][c:2]1[cH:3][cH:4][c:5]2[c:6]([cH:13]1)[CH2:7][CH:8]([C:10](=[O:11])[OH:12])[O:9]2>>[F:1][c:2]1[cH:3][cH:4][c:5]2[c:6]([cH:13]1)[CH2:7][CH:8]([C:10](=[O:12])[N:24]1[CH2:23][CH2:22][N:21]([CH2:14][c:15]3[cH:16][cH:17][cH:18][cH:19][cH:20]3)[CH2:26][CH2:25]1)[O:9]2.